From a dataset of the Open Reaction Database (ORD), a public repository of structured organic reaction records. describe an organic reaction: reactants, conditions, products, and yield Reactants: resultant mixture, Cl (hydrochloric acid), ClC1=CC(=C(C=C1O)N1N=C(N(C1=O)C(F)F)C)F (1-(4-chloro-2-fluoro-5-hydroxyphenyl)-4-difluoromethyl-4,5-dihydro-3-methyl-1,2,4-triazol-5(1H)-one), COC1=C(C=C(C=C1)OC)S(=O)(=O)NC(C(C)Br)=O (N-(2,5-dimethoxyphenylsulfonyl)-2-bromopropionamide), C([O-])([O-])=O.[K+].[K+] (potassium carbonate). Solvent: O (water), CC(=O)C (acetone). Reaction conditions: temperature 45 celsius. Yields the product COC1=C(C=C(C=C1)OC)S(=O)(=O)NC(C(C)OC1=C(C=C(C(=C1)N1N=C(N(C1=O)C(F)F)C)F)Cl)=O (N-(2,5-dimethoxyphenylsulfonyl)-2-[2-chloro-4-fluoro-5-(4-difluoromethyl-4,5-dihydro-3-methyl-5-oxo-1H-1,2,4-triazol-1-yl)phenoxy]propionamide). As a reaction SMILES: [Cl:1][C:2]1[C:7]([OH:8])=[CH:6][C:5]([N:9]2[C:13](=[O:14])[N:12]([CH:15]([F:17])[F:16])[C:11]([CH3:18])=[N:10]2)=[C:4]([F:19])[CH:3]=1.[CH3:20][O:21][C:22]1[CH:27]=[CH:26][C:25]([O:28][CH3:29])=[CH:24][C:23]=1[S:30]([NH:33][C:34](=[O:38])[CH:35](Br)[CH3:36])(=[O:32])=[O:31].C(=O)([O-])[O-].[K+].[K+].Cl>CC(C)=O.O>[CH3:20][O:21][C:22]1[CH:27]=[CH:26][C:25]([O:28][CH3:29])=[CH:24][C:23]=1[S:30]([NH:33][C:34](=[O:38])[CH:35]([O:8][C:7]1[CH:6]=[C:5]([N:9]2[C:13](=[O:14])[N:12]([CH:15]([F:16])[F:17])[C:11]([CH3:18])=[N:10]2)[C:4]([F:19])=[CH:3][C:2]=1[Cl:1])[CH3:36])(=[O:31])=[O:32] |f:2.3.4|. Reported procedure: To a stirred solution of 0.75 g (0.0026 mole) of 1-(4-chloro-2-fluoro-5-hydroxyphenyl)-4-difluoromethyl-4,5-dihydro-3-methyl-1,2,4-triazol-5(1H)-one and 0.89 g (0.0026 mole) of N-(2,5-dimethoxyphenylsulfonyl)-2-bromopropionamide in 50 mL of acetone was added 1.04 g (0.0026 mole) of potassium carbonate. After complete addition the mixture was heated at 45° C. for two days. The resultant mixture was cooled and the solvent was removed by evaporation under reduced pressure to leave a residue. This r... Starting materials: C(C)(C)(C)C1=CC=C(C(=O)N2[C@@](C[C@@H]([C@@H]2C=2SC=CN2)C2=NC(=CN=C2)C)(C(=O)OC(C)(C)C)CC(C)C)C=C1 (rel-(2S,4S,5R)-1-(4-tert-butylbenzoyl)-2-isobutyl-4-(6-methyl-pyrazin-2-yl)-5-(1,3-thiazol-2-yl)pyrrolidine-2-carboxylic acid, tert butyl ester), C(=O)(C(F)(F)F)O (TFA). The product is C(C)(C)(C)C1=CC=C(C(=O)N2[C@@](C[C@@H]([C@@H]2C=2SC=CN2)C2=NC=CN=C2C)(C(=O)O)CC(C)C)C=C1 (rel-(2S,4S,5R)-1-(4-tert-Butylbenzoyl)-2-isobutyl-4-(methyl-pyrazin-2-yl)-5-(1,3-thiazol-2-yl)pyrrolidine-2-carboxylic acid). Reaction SMILES: [C:1]([C:5]1[CH:40]=[CH:39][C:8]([C:9]([N:11]2[C@@H:15]([C:16]3[S:17][CH:18]=[CH:19][N:20]=3)[C@@H:14]([C:21]3[CH:26]=[N:25][CH:24]=[C:23](C)[N:22]=3)[CH2:13][C@@:12]2([CH2:35][CH:36]([CH3:38])[CH3:37])[C:28]([O:30]C(C)(C)C)=[O:29])=[O:10])=[CH:7][CH:6]=1)([CH3:4])([CH3:3])[CH3:2].[C:41](O)(C(F)(F)F)=O>>[C:1]([C:5]1[CH:6]=[CH:7][C:8]([C:9]([N:11]2[C@@H:15]([C:16]3[S:17][CH:18]=[CH:19][N:20]=3)[C@@H:14]([C:21]3[C:26]([CH3:41])=[N:25][CH:24]=[CH:23][N:22]=3)[CH2:13][C@@:12]2([CH2:35][CH:36]([CH3:37])[CH3:38])[C:28]([OH:30])=[O:29])=[O:10])=[CH:39][CH:40]=1)([CH3:3])([CH3:2])[CH3:4]. Procedure: The tert-butyl ester from stage A was deprotected with TFA in a similar manner to that described in Example 1, to afford the title compound as a solid. Reactants: [Ag+], CC(=O)OCC1OC(Br)C(NC(C)=C2C(=O)CC(C)(C)CC2=O)C(OC(C)=O)C1OC(C)=O, CO, O=S(=O)([O-])C(F)(F)F. Product: COC1OC(COC(C)=O)C(OC(C)=O)C(OC(C)=O)C1NC(C)=C1C(=O)CC(C)(C)CC1=O. As a reaction SMILES: [Ag+:44].[CH3:1][C:2]1([CH3:33])[CH2:3][C:4](=[O:32])[C:5](=[C:9]([CH3:10])[NH:11][CH:12]2[CH:13]([Br:31])[O:14][CH:15]([CH2:26][O:27][C:28]([CH3:29])=[O:30])[CH:16]([O:22][C:23]([CH3:24])=[O:25])[CH:17]2[O:18][C:19]([CH3:20])=[O:21])[C:6](=[O:8])[CH2:7]1.[CH3:34][OH:35].[F:36][C:37]([F:38])([F:39])[S:40]([O-:41])(=[O:42])=[O:43]>>[CH3:1][C:2]1([CH3:33])[CH2:3][C:4](=[O:32])[C:5](=[C:9]([CH3:10])[NH:11][CH:12]2[CH:13]([O:35][CH3:34])[O:14][CH:15]([CH2:26][O:27][C:28]([CH3:29])=[O:30])[CH:16]([O:22][C:23]([CH3:24])=[O:25])[CH:17]2[O:18][C:19]([CH3:20])=[O:21])[C:6](=[O:8])[CH2:7]1. Starting materials: CCOc1cc2c(cc1N)N(C(=O)CN(C)C)CCC2, Cc1ccc(S(=O)(=O)n2ccc3c2nc(Cl)n2c(=O)c4c(F)cccc4nc32)cc1, C1CCOC1. Product: CCOc1cc2c(cc1Nc1nc3c(ccn3S(=O)(=O)c3ccc(C)cc3)c3nc4cccc(F)c4c(=O)n13)N(C(=O)CN(C)C)CCC2. As a reaction SMILES: [CH3:31][N:32]([CH3:33])[CH2:34][C:35](=[O:36])[N:37]1[CH2:38][CH2:39][CH2:40][c:41]2[cH:42][c:43]([O:48][CH2:49][CH3:50])[c:44]([NH2:47])[cH:45][c:46]21.[Cl:1][c:2]1[n:3][c:4]2[c:5]([c:6]3[n:7][c:8]4[cH:9][cH:10][cH:11][c:12]([F:17])[c:13]4[c:14](=[O:16])[n:15]13)[cH:18][cH:19][n:20]2[S:21](=[O:22])(=[O:23])[c:24]1[cH:25][cH:26][c:27]([CH3:30])[cH:28][cH:29]1.[O:51]1[CH2:52][CH2:53][CH2:54][CH2:55]1>>[c:2]1([NH:47][c:44]2[c:43]([O:48][CH2:49][CH3:50])[cH:42][c:41]3[c:46]([cH:45]2)[N:37]([C:35]([CH2:34][N:32]([CH3:31])[CH3:33])=[O:36])[CH2:38][CH2:39][CH2:40]3)[n:3][c:4]2[c:5]([c:6]3[n:7][c:8]4[cH:9][cH:10][cH:11][c:12]([F:17])[c:13]4[c:14](=[O:16])[n:15]13)[cH:18][cH:19][n:20]2[S:21](=[O:22])(=[O:23])[c:24]1[cH:25][cH:26][c:27]([CH3:30])[cH:28][cH:29]1. Reactants: O(C1=CC=CC=C1)C=1C=C(C=O)C=CC1 (3-phenoxybenzaldehyde), ClC(=CC1C(C1C(=O)Cl)(C)C)Cl (3-(2,2-Dichloroethenyl)-2,2-dimethylcyclopropanecarbonyl chloride), COCCOCCOC.O (diethylene glycol dimethyl ether water), [C-]#N.[Na+] (sodium cyanide), resultant solution. Solvent: COCCOCCOC (diethylene glycol dimethyl ether). Reaction conditions: time 2 hour. Yields the product ClC(=CC1C(C1C(=O)OC(C1=CC(=CC=C1)OC1=CC=CC=C1)C#N)(C)C)Cl (α-cyano-3-phenoxybenzyl 3-(2,2-dichloroethenyl)-2,2-dimethylcyclopropanecarboxylate). Isolated yield 104.5%. Reaction SMILES: COCCOCCOC.O.[C-:11]#[N:12].[Na+].[O:14]([C:21]1[CH:22]=[C:23]([CH:26]=[CH:27][CH:28]=1)[CH:24]=[O:25])[C:15]1[CH:20]=[CH:19][CH:18]=[CH:17][CH:16]=1.[Cl:29][C:30]([Cl:40])=[CH:31][CH:32]1[CH:34]([C:35](Cl)=[O:36])[C:33]1([CH3:39])[CH3:38]>COCCOCCOC>[Cl:29][C:30]([Cl:40])=[CH:31][CH:32]1[CH:34]([C:35]([O:25][CH:24]([C:11]#[N:12])[C:23]2[CH:26]=[CH:27][CH:28]=[C:21]([O:14][C:15]3[CH:16]=[CH:17][CH:18]=[CH:19][CH:20]=3)[CH:22]=2)=[O:36])[C:33]1([CH3:39])[CH3:38] |f:0.1,2.3|. Reported procedure: A reaction flask was cooled to 0° and charged with 20 ml of diethylene glycol dimethyl ether/water solution (1/1 by volume) and sodium cyanide (0.78 g, 0.016 mole). The resultant solution was stirred, and 3-phenoxybenzaldehyde (1.98 g, 0.01 mole) was added in 5 ml of diethylene glycol dimethyl ether. 3-(2,2-Dichloroethenyl)-2,2-dimethylcyclopropanecarbonyl chloride (2.73 g, 0.012 mole) was added dropwise to the stirred reaction mixture at 20° over a 10 minute period. Stirring was continued for 2... Starting materials: CC(C)(C)N1CCNCC1, CC(=O)O[BH-](OC(C)=O)OC(C)=O, O=Cc1nc2c(N3CCOCC3)nc(Cl)nc2n1C1CCCCO1, ClCCCl, [Na+]. Yields the product CC(C)(C)N1CCN(Cc2nc3c(N4CCOCC4)nc(Cl)nc3n2C2CCCCO2)CC1. As a reaction SMILES: [C:29]([CH3:30])([CH3:31])([CH3:32])[N:33]1[CH2:34][CH2:35][NH:36][CH2:37][CH2:38]1.[C:39]([O:40][BH-:41]([O:42][C:43](=[O:44])[CH3:45])[O:46][C:47](=[O:48])[CH3:49])(=[O:50])[CH3:51].[Cl:1][c:2]1[n:3][c:4]([N:19]2[CH2:20][CH2:21][O:22][CH2:23][CH2:24]2)[c:5]2[n:6][c:7]([CH:17]=[O:18])[n:8]([CH:11]3[O:12][CH2:13][CH2:14][CH2:15][CH2:16]3)[c:9]2[n:10]1.[Cl:25][CH2:26][CH2:27][Cl:28].[Na+:52]>>[Cl:1][c:2]1[n:3][c:4]([N:19]2[CH2:20][CH2:21][O:22][CH2:23][CH2:24]2)[c:5]2[n:6][c:7]([CH2:17][N:36]3[CH2:35][CH2:34][N:33]([C:29]([CH3:30])([CH3:31])[CH3:32])[CH2:38][CH2:37]3)[n:8]([CH:11]3[O:12][CH2:13][CH2:14][CH2:15][CH2:16]3)[c:9]2[n:10]1.